Dataset: the Open Reaction Database (ORD), a public repository of structured organic reaction records. Task: describe an organic reaction: reactants, conditions, products, and yield The reactants are ClCl (chlorine), C29H27ClF2N4O3, CC=1C=C(C(=O)O)C=CC1C(=O)N1CCCC1 (3-methyl-4-(pyrrolidin-1-ylcarbonyl)benzoic acid), CN(C)C(=[N+](C)C)ON1C2=C(C=CC=C2)N=N1.[B-](F)(F)(F)F (TBTU), C(C)(C)N(CC)C(C)C (diisopropylethylamine), ClC1=CC2=C(NC(=N2)C(CC2=CC=C(C=C2)OC(F)F)N)C=C1 (rac.-1-(5-chloro-1H-benzimidazol-2-yl)-2-(4-difluoromethoxyphenyl)ethylamine). Reaction SMILES: [CH3:1][C:2]1[CH:3]=[C:4]([CH:8]=[CH:9][C:10]=1[C:11]([N:13]1[CH2:17][CH2:16][CH2:15][CH2:14]1)=[O:12])[C:5]([OH:7])=O.CN(C(ON1N=NC2C=CC=CC1=2)=[N+](C)C)C.[B-](F)(F)(F)F.C(N(C(C)C)CC)(C)C.[Cl:49][C:50]1[CH:71]=[CH:70][C:53]2[NH:54][C:55]([CH:57]([NH2:69])[CH2:58][C:59]3[CH:64]=[CH:63][C:62]([O:65][CH:66]([F:68])[F:67])=[CH:61][CH:60]=3)=[N:56][C:52]=2[CH:51]=1.ClCl>O1CCCC1.ClCCl.C(O)C>[Cl:49][C:50]1[CH:71]=[CH:70][C:53]2[NH:54][C:55]([CH:57]([NH:69][C:5](=[O:7])[C:4]3[CH:8]=[CH:9][C:10]([C:11]([N:13]4[CH2:17][CH2:16][CH2:15][CH2:14]4)=[O:12])=[C:2]([CH3:1])[CH:3]=3)[CH2:58][C:59]3[CH:60]=[CH:61][C:62]([O:65][CH:66]([F:68])[F:67])=[CH:63][CH:64]=3)=[N:56][C:52]=2[CH:51]=1 |f:1.2,7.8|. Run in ClCCl.C(C)O (dichloromethane ethanol), O1CCCC1 (tetrahydrofuran). The product is ClC1=CC2=C(NC(=N2)C(CC2=CC=C(C=C2)OC(F)F)NC(C2=CC(=C(C=C2)C(=O)N2CCCC2)C)=O)C=C1 (rac.-N-[1-(5-chloro-1H-benzimidazol-2-yl)-2-(4-difluoromethoxyphenyl)ethyl]-3-methyl-4-(pyrrolidin-1-ylcarbonyl)benzamide). Procedure details: Prepared analogously to Example 1g from 3-methyl-4-(pyrrolidin-1-ylcarbonyl)benzoic acid, TBTU, diisopropylethylamine, and rac.-1-(5-chloro-1H-benzimidazol-2-yl)-2-(4-difluoromethoxyphenyl)ethylamine in tetrahydrofuran. Yield: %; Rf value: 0.36 (silica gel: dichloromethane/ethanol=9:1); C29H27ClF2N4O3 (553.01); mass spectrum: (M+H)+=553/555 (chlorine isotope). Starting materials: CCN(C(C)C)C(C)C (DIEA), N(=C=O)C1=CC=C(C=C1)C(F)(F)F (1-isocyanato-4-(trifluoromethyl)benzene), ClC1=CC=C(CC=2C=NOC2[C@@H]2N(CCC2)C(=O)OC(C)(C)C)C=C1 ((R)-tert-butyl 2-(4-(4-chlorobenzyl)isoxazol-5-yl)pyrrolidine-1-carboxylate). Run in Cl (HCl), O1CCOCC1 (1,4-dioxane), ClCCl (dicloromethane). Conditions: time 2 hour. Yields the product ClC1=CC=C(CC=2C=NOC2[C@@H]2N(CCC2)C(=O)NC2=CC=C(C=C2)C(F)(F)F)C=C1 ((R)-2-(4-(4-chlorobenzyl)isoxazol-5-yl)-N-(4-(trifluoromethyl)phenyl)pyrrolidine-1-carboxamide). Isolated yield 32.5%. As a reaction SMILES: [Cl:1][C:2]1[CH:25]=[CH:24][C:5]([CH2:6][C:7]2[CH:8]=[N:9][O:10][C:11]=2[C@H:12]2[CH2:16][CH2:15][CH2:14][N:13]2[C:17]([O:19]C(C)(C)C)=O)=[CH:4][CH:3]=1.CCN(C(C)C)C(C)C.[N:35]([C:38]1[CH:43]=[CH:42][C:41]([C:44]([F:47])([F:46])[F:45])=[CH:40][CH:39]=1)=C=O>Cl.O1CCOCC1.ClCCl>[Cl:1][C:2]1[CH:3]=[CH:4][C:5]([CH2:6][C:7]2[CH:8]=[N:9][O:10][C:11]=2[C@H:12]2[CH2:16][CH2:15][CH2:14][N:13]2[C:17]([NH:35][C:38]2[CH:43]=[CH:42][C:41]([C:44]([F:45])([F:46])[F:47])=[CH:40][CH:39]=2)=[O:19])=[CH:24][CH:25]=1. Procedure details: A solution of (R)-tert-butyl 2-(4-(4-chlorobenzyl)isoxazol-5-yl)pyrrolidine-1-carboxylate (32 mg, 0.9 mmol) was dissolved in 4M HCl in 1,4-dioxane (2 mL), stirred for 2 h and then concentrated in vacuo. The resulting reaction residue was suspended in dicloromethane (2 mL) and DIEA (31 μL, 0.18 mmol) before 1-isocyanato-4-(trifluoromethyl)benzene (25 mg, 0.13 mmol) was added. After 16 h of stirring, the reaction mixture was concentrated in vacuo. Purification of the resulting residue by silica ge... Reactants: C(C)OC(=O)[C@@]1([C@@H](C1)C=C)NC(=O)OC(C)(C)C (1(R)-tert-butoxycarbonylamino-2(S)-vinyl-cyclopropanecarboxylic acid ethyl ester), [Li+].[OH-] (LiOH), [OH-].[Na+] (NaOH), C(C)(=O)OCC (ethyl acetate). The solvent is C1CCOC1 (THF), CO (methanol), O (water), O (water). Conditions: time 8 hour. Yields the product C(C)OC(=O)[C@@]1([C@@H](C1)C1CC1)NC(=O)OC(C)(C)C (N-Boc-(1R,2S)-1-amino-2-cyclopropylcyclopropane carboxylic acid ethyl ester). Yield: 87.0%. RXN SMILES: [CH2:1]([O:3][C:4]([C@@:6]1([NH:11][C:12]([O:14][C:15]([CH3:18])([CH3:17])[CH3:16])=[O:13])[CH2:8][C@H:7]1[CH:9]=[CH2:10])=[O:5])[CH3:2].[Li+].[OH-].[OH-].[Na+].[C:23](OCC)(=O)C>C1COCC1.CO.O>[CH2:1]([O:3][C:4]([C@@:6]1([NH:11][C:12]([O:14][C:15]([CH3:17])([CH3:16])[CH3:18])=[O:13])[CH2:8][C@H:7]1[CH:9]1[CH2:23][CH2:10]1)=[O:5])[CH3:2] |f:1.2,3.4|. Procedure: To a solution of 1(R)-tert-butoxycarbonylamino-2(S)-vinyl-cyclopropanecarboxylic acid ethyl ester (3.28 g, 13.2 mmol) in THF (7 mL) and methanol (7 mL) was added a suspension of LiOH (1.27 g, 53.0 mmol) in water (14 mL). The mixture was stirred overnight at room temperature. To the mixture was added 1.0M NaOH (15 mL), water (20 mL) and ethyl acetate (20 mL). The mixture was shaken, the phases were separated, and the organic phase was again extracted with 20 mL 0.5M NaOH. The combined aqueous pha...